From a dataset of the Open Reaction Database (ORD), a public repository of structured organic reaction records. describe an organic reaction: reactants, conditions, products, and yield The reactants are BrCCOCCBr, O=C([O-])[O-], [Cs+], [Cs+], O=S1(=O)Nc2ccccc2N1c1c(F)cccc1F. Product: O=S1(=O)N(CCOCCBr)c2ccccc2N1c1c(F)cccc1F. As a reaction SMILES: [Br:20][CH2:21][CH2:22][O:23][CH2:24][CH2:25][Br:26].[C:27](=[O:28])([O-:29])[O-:30].[Cs+:31].[Cs+:32].[F:1][c:2]1[c:3]([N:9]2[S:10](=[O:18])(=[O:19])[NH:11][c:12]3[c:13]2[cH:14][cH:15][cH:16][cH:17]3)[c:4]([F:8])[cH:5][cH:6][cH:7]1>>[F:1][c:2]1[c:3]([N:9]2[S:10](=[O:18])(=[O:19])[N:11]([CH2:25][CH2:24][O:23][CH2:22][CH2:21][Br:20])[c:12]3[c:13]2[cH:14][cH:15][cH:16][cH:17]3)[c:4]([F:8])[cH:5][cH:6][cH:7]1. The reactants are C(C)(=O)NC1=C(C=C(C(=O)[O-])C=C1)NC(CCCN)=O (4-(Acetylamino)-3-[(4-Aminobutanoyl)Amino]Benzoate). Run in [OH-].[Na+] (NaOH). Run at temperature 0 celsius, time 1 hour. Yields the product C(C)(=O)NC1=C(C=C(C(=O)O)C=C1)NC(CCCN)=O (4-(Acetylamino)-3-[(4-Aminobutanoyl)Amino]Benzoic Acid). The yield is 286.4%. Reaction SMILES: [C:1]([NH:4][C:5]1[CH:13]=[CH:12][C:8]([C:9]([O-:11])=[O:10])=[CH:7][C:6]=1[NH:14][C:15](=[O:20])[CH2:16][CH2:17][CH2:18][NH2:19])(=[O:3])[CH3:2]>[OH-].[Na+]>[C:1]([NH:4][C:5]1[CH:13]=[CH:12][C:8]([C:9]([OH:11])=[O:10])=[CH:7][C:6]=1[NH:14][C:15](=[O:20])[CH2:16][CH2:17][CH2:18][NH2:19])(=[O:3])[CH3:2] |f:1.2|. Procedure details: Compound 22 (60 mg, 0.17 mmol) was dissolved in cold 0.1N NaOH (1.5 mL) and stirred at 0° C. for one hour. The solution was adjusted to pH 7 and the aqueous layer was concentrated to dryness on a rotary evaporator. The residue was dried under vacuum to give 112 (136 mg) as a white solid mixture containing inorganic salts: mp 215°-240° C. (dec). This solid was dissolved in water (5 mL), the insoluble material was filtered, and the filtrate was concentrated to provide 112 (130 mg, 100%): mp 240°-2... Reactants: O=C1CCC(=O)N1Br, CC(=O)OCC1CC(n2cnc3cc(Cl)c(Cl)cc32)C(OC(C)=O)C1OC(C)=O, C1COCCO1. The product is CC(=O)OCC1CC(n2c(Br)nc3cc(Cl)c(Cl)cc32)C(OC(C)=O)C1OC(C)=O. RXN SMILES: [Br:30][N:31]1[C:32](=[O:33])[CH2:34][CH2:35][C:36]1=[O:37].[C:1]([CH3:2])(=[O:3])[O:4][CH:5]1[CH:6]([O:26][C:27]([CH3:28])=[O:29])[CH:7]([CH2:21][O:22][C:23]([CH3:24])=[O:25])[CH2:8][CH:9]1[n:10]1[cH:11][n:12][c:13]2[c:14]1[cH:15][c:16]([Cl:20])[c:17]([Cl:19])[cH:18]2.[O:38]1[CH2:39][CH2:40][O:41][CH2:42][CH2:43]1>>[C:1]([CH3:2])(=[O:3])[O:4][CH:5]1[CH:6]([O:26][C:27]([CH3:28])=[O:29])[CH:7]([CH2:21][O:22][C:23]([CH3:24])=[O:25])[CH2:8][CH:9]1[n:10]1[c:11]([Br:30])[n:12][c:13]2[c:14]1[cH:15][c:16]([Cl:20])[c:17]([Cl:19])[cH:18]2.